From a dataset of the Open Reaction Database (ORD), a public repository of structured organic reaction records. describe an organic reaction: reactants, conditions, products, and yield Reactants: C[Si](C)(C)[O-], CCCCCCC, [K+], C1CCOC1, CCOC(=O)C12CC=CCC1CSc1ccccc12. Product: O=C(O)C12CC=CCC1CSc1ccccc12. RXN SMILES: [CH3:20][Si:21]([CH3:22])([CH3:23])[O-:24].[CH3:31][CH2:32][CH2:33][CH2:34][CH2:35][CH2:36][CH3:37].[K+:25].[O:26]1[CH2:27][CH2:28][CH2:29][CH2:30]1.[cH:1]1[cH:2][cH:3][cH:4][c:5]2[c:10]1[C:9]1([C:15](=[O:16])[O:17][CH2:18][CH3:19])[CH:8]([CH2:7][S:6]2)[CH2:14][CH:13]=[CH:12][CH2:11]1>>[cH:1]1[cH:2][cH:3][cH:4][c:5]2[c:10]1[C:9]1([C:15](=[O:16])[OH:17])[CH:8]([CH2:7][S:6]2)[CH2:14][CH:13]=[CH:12][CH2:11]1. Reactants: C(C)(C)(C)O[C@H](C(=O)OCC)C1=C(C2=C(N=C(S2)C2=CC=C3C(=NN(C3=C2)C)C)C=C1C)C1=CC=C(C=C1)Cl ((S)-ethyl 2-tert-butoxy-2-(7-(4-chlorophenyl)-2-(1,3-dimethyl-1H-indazol-6-yl)-5-methylbenzo[d]thiazol-6-yl)acetate), CC1=NN=C2N1C=CC(=C2)B(O)O (3-methyl-[1,2,4]triazolo[4,3-a]pyridin-7-ylboronic acid). The product is C(C)(C)(C)O[C@H](C(=O)OCC)C1=C(C2=C(N=C(S2)C2=CC=3N(C=C2)C(=NN3)C)C=C1C)C1=CC=C(C=C1)Cl ((S)-ethyl 2-tert-butoxy-2-(7-(4-chlorophenyl)-5-methyl-2-(3-methyl-[1,2,4]triazolo[4,3-a]pyridin-7-yl)benzo[d]thiazol-6-yl)acetate). Reaction SMILES: [C:1]([O:5][C@@H:6]([C:12]1[C:31]([CH3:32])=[CH:30][C:15]2[N:16]=[C:17]([C:19]3[CH:27]=[C:26]4C([C:23]([CH3:29])=[N:24][N:25]4C)=[CH:21][CH:20]=3)[S:18][C:14]=2[C:13]=1[C:33]1[CH:38]=[CH:37][C:36]([Cl:39])=[CH:35][CH:34]=1)[C:7]([O:9][CH2:10][CH3:11])=[O:8])([CH3:4])([CH3:3])[CH3:2].CC1N2C=CC(B(O)O)=CC2=N[N:42]=1>>[C:1]([O:5][C@@H:6]([C:12]1[C:31]([CH3:32])=[CH:30][C:15]2[N:16]=[C:17]([C:19]3[CH:20]=[CH:21][N:42]4[C:23]([CH3:29])=[N:24][N:25]=[C:26]4[CH:27]=3)[S:18][C:14]=2[C:13]=1[C:33]1[CH:34]=[CH:35][C:36]([Cl:39])=[CH:37][CH:38]=1)[C:7]([O:9][CH2:10][CH3:11])=[O:8])([CH3:4])([CH3:3])[CH3:2]. Procedure details: Prepared in a manner similar to (S)-ethyl 2-tert-butoxy-2-(7-(4-chlorophenyl)-2-(1,3-dimethyl-1H-indazol-6-yl)-5-methylbenzo[d]thiazol-6-yl)acetate, but using 3-methyl-[1,2,4]triazolo[4,3-a]pyridin-7-ylboronic acid instead of 1,3-dimethyl-1H-indazol-6-ylboronic acid. 1H NMR (400 MHz, CDCl3) δ 8.25 (s, 1H), 7.94 (d, J=6.0 Hz, 1H), 7.91 (s, 1H), 7.75 (s, 1H), 7.58-7.49 (m, 3H), 7.49-7.44 (m, 1H), 5.17 (s, 1H), 4.26-4.16 (m, 2H), 2.81 (s, 3H), 2.61 (s, 3H), 1.26 (t, J=7.1 Hz, 3H), 0.98 (s, 9H). The reactants are O (water), [H-].[Na+] (Sodium hydride), N1(CCCC1)C1=NC2=C(N1)C=CC=C2 (2-pyrrolidino-1H-benzimidazole), BrCC1=CC=C(C(=O)OC)C=C1 (Methyl 4-(bromomethyl)benzoate). The solvent is CN(C=O)C (N,N-dimethylformamide). Reaction conditions: time 15 minute. Product: N1(CCCC1)C1=NC2=C(N1CC1=CC=C(C(=O)OC)C=C1)C=CC=C2 (methyl 4-[(2-pyrrolidinyl-1H-benzimidazol-1yl)methyl]benzoate). As a reaction SMILES: [H-].[Na+].[N:3]1([C:8]2[NH:12][C:11]3[CH:13]=[CH:14][CH:15]=[CH:16][C:10]=3[N:9]=2)[CH2:7][CH2:6][CH2:5][CH2:4]1.Br[CH2:18][C:19]1[CH:28]=[CH:27][C:22]([C:23]([O:25][CH3:26])=[O:24])=[CH:21][CH:20]=1.O>CN(C)C=O>[N:3]1([C:8]2[N:9]([CH2:18][C:19]3[CH:28]=[CH:27][C:22]([C:23]([O:25][CH3:26])=[O:24])=[CH:21][CH:20]=3)[C:10]3[CH:16]=[CH:15][CH:14]=[CH:13][C:11]=3[N:12]=2)[CH2:7][CH2:6][CH2:5][CH2:4]1 |f:0.1|. Reported procedure: Sodium hydride (402 mg, 11 mmol) was added to a suspension of 2-pyrrolidino-1H-benzimidazole (1.9 g, 10.1 mmol) in dry N,N-dimethylformamide (30 mL). All solids dissolved. The solution was allowed to stir at ambient temperature for 15 minutes following the cessation of foaming. The solution was cooled to 5° C. and a solid formed. Methyl 4-(bromomethyl)benzoate (2.1 g, 01 mol) was added to the suspension and all the solids dissolved. The solution was allowed to stir at ambient temperature and a s... The reactants are C(C1=CC=CC=C1)[C@@H]1N(CCN(C1)C1=CC(=C(C=C1)OC)OC1CCCC1)C(C(=O)OCC)=O ((S)-ethyl 2-(2-benzyl-4-(3-(cyclopentyloxy)-4-methoxyphenyl)piperazin-1-yl)-2-oxoacetate), N (ammonia), [C-]#N.[Na+] (sodium cyanide). Run in CO (MeOH). Conditions: time 48 hour. Product: EtOAc hexanes, C(C1=CC=CC=C1)[C@@H]1N(CCN(C1)C1=CC(=C(C=C1)OC)OC1CCCC1)C(C(=O)N)=O ((S)-2-(2-benzyl-4-(3-(cyclopentyloxy)-4-methoxyphenyl)piperazin-1-yl)-2-oxoacetamide). Isolated yield 78.0%. As a reaction SMILES: [CH2:1]([C@H:8]1[CH2:13][N:12]([C:14]2[CH:19]=[CH:18][C:17]([O:20][CH3:21])=[C:16]([O:22][CH:23]3[CH2:27][CH2:26][CH2:25][CH2:24]3)[CH:15]=2)[CH2:11][CH2:10][N:9]1[C:28](=[O:34])[C:29]([O:31]CC)=O)[C:2]1[CH:7]=[CH:6][CH:5]=[CH:4][CH:3]=1.[NH3:35].[C-]#N.[Na+]>CO>[CH2:1]([C@H:8]1[CH2:13][N:12]([C:14]2[CH:19]=[CH:18][C:17]([O:20][CH3:21])=[C:16]([O:22][CH:23]3[CH2:27][CH2:26][CH2:25][CH2:24]3)[CH:15]=2)[CH2:11][CH2:10][N:9]1[C:28](=[O:34])[C:29]([NH2:35])=[O:31])[C:2]1[CH:3]=[CH:4][CH:5]=[CH:6][CH:7]=1 |f:2.3|. Reported procedure: A solution of (S)-ethyl 2-(2-benzyl-4-(3-(cyclopentyloxy)-4-methoxyphenyl)piperazin-1-yl)-2-oxoacetate (245 mg, 0.525 mmol) in a 7 N ammonia solution in MeOH (10 mL) was treated with catalytic amount of sodium cyanide and allowed to stir for 48 h. The reaction mixture was then evaporated, washed with water and air dried to afford a residue then purified by silica gel flash chromatography with 50% then 75% EtOAc/hexanes as eluant to afford the title compound as colorless foam (180 mg, 78%). LC/MS... Reactants: OO (hydrogen peroxide), C1(CC1)CSC=1C(=C(C(=O)O)C=CC1S(=O)(=O)C)C (3-cyclopropylmethylthio-2-methyl-4-methylsulfonylbenzoic acid), C(C)(=O)O (acetic acid), O (water). Reagents/catalysts: [O-][W](=O)(=O)[O-].[Na+].[Na+] (sodium tungstate(VI) dihydrate). Run at temperature 60 celsius, time 2 day. The product is C1(CC1)CS(=O)(=O)C=1C(=C(C(=O)O)C=CC1S(=O)(=O)C)C (3-Cyclopropylmethylsulfonyl-2-methyl-4-methylsulfonylbenzoic acid). Reaction SMILES: [CH:1]1([CH2:4][S:5][C:6]2[C:7]([CH3:19])=[C:8]([CH:12]=[CH:13][C:14]=2[S:15]([CH3:18])(=[O:17])=[O:16])[C:9]([OH:11])=[O:10])[CH2:3][CH2:2]1.OO.[OH2:22].C(O)(=[O:25])C>[O-][W]([O-])(=O)=O.[Na+].[Na+]>[CH:1]1([CH2:4][S:5]([C:6]2[C:7]([CH3:19])=[C:8]([CH:12]=[CH:13][C:14]=2[S:15]([CH3:18])(=[O:17])=[O:16])[C:9]([OH:11])=[O:10])(=[O:25])=[O:22])[CH2:3][CH2:2]1 |f:4.5.6|. Procedure: 952 mg (3.17 mmol) of 3-cyclopropylmethylthio-2-methyl-4-methylsulfonylbenzoic acid were dissolved in 15 ml of glacial acetic acid. 31 mg (0.095 mmol) of sodium tungstate(VI) dihydrate were added, and the mixture was then heated to 60° C. At this temperature, 1.44 g (30% strength, 12.7 mmol) of an aqueous hydrogen peroxide solution were carefully added dropwise. The mixture was stirred at this temperature for two days. The mixture was then cooled and, for work-up, poured into water. The mixture ... Starting materials: OC1=C(CCN(CC1)C(=O)OC(C)(C)C)C(=O)OCC (1-tert-butyl 4-ethyl 5-hydroxy-2,3,6,7-tetrahydro-1H-azepine-1,4-dicarboxylate), N(C(C)C)(C(C)C)[Li] (iPr2NLi), C1CCOC1 (THF), C1CCOC1 (THF), CI (MeI), CN(C)P(=O)(N(C)C)N(C)C (HMPA). Conditions: temperature -78 celsius, time 1 hour. Yields the product NC1=C(CCN(CC1C)C(=O)OC(C)(C)C)C(=O)OCC (1-tert-butyl 4-ethyl 5-amino-6-methyl-2,3,6,7-tetrahydro-1H-azepine-1,4-dicarboxylate). Isolated yield 76.0%. Reaction SMILES: O[C:2]1[CH2:8][CH2:7][N:6]([C:9]([O:11][C:12]([CH3:15])([CH3:14])[CH3:13])=[O:10])[CH2:5][CH2:4]C=1C(OCC)=O.[N:21]([Li])([CH:25](C)C)C(C)C.CN(P(N(C)C)(N(C)C)=[O:33])C.CI.[CH2:42]1[CH2:46][O:45][CH2:44][CH2:43]1>>[NH2:21][C:25]1[CH:8]([CH3:2])[CH2:7][N:6]([C:9]([O:11][C:12]([CH3:13])([CH3:14])[CH3:15])=[O:10])[CH2:5][CH2:4][C:43]=1[C:44]([O:45][CH2:46][CH3:42])=[O:33]. Procedure details: A solution of 1-tert-butyl 4-ethyl 5-hydroxy-2,3,6,7-tetrahydro-1H-azepine-1,4-dicarboxylate (14.11 mmol, 4.02 g) in anhydrous THF (15 ml) was added to a stirred solution of freshly prepared iPr2NLi (43.74 mmol) in anhydrous THF (95 ml) at −78° C. The reaction mixture was stirred at −78° C. for 1 h and HMPA (42.33 mmol, 7.38 ml) was added followed by MeI (14.11 mmol, 0.97 ml). The reaction mixture was slowly warmed to room temperature and stirred overnight before being quenched with sat. aq. NH4... The reactants are NC1=C(C(=O)O)C=CC(=C1)F (2-Amino-4-fluorobenzoic acid), C(CCO)O (1,3-propanediol), C(C)(=O)O.C(=N)N (Formamidine acetate). Conditions: temperature 120 celsius, time 3.5 hour. Product: FC1=CC=C2C(NC=NC2=C1)=O (7-fluoroquinazoline-4-one). As a reaction SMILES: [NH2:1][C:2]1[CH:10]=[C:9]([F:11])[CH:8]=[CH:7][C:3]=1[C:4](O)=[O:5].C(O)CCO.C(O)(=O)C.[CH:21](N)=[NH:22]>>[F:11][C:9]1[CH:10]=[C:2]2[C:3]([C:4](=[O:5])[NH:22][CH:21]=[N:1]2)=[CH:7][CH:8]=1 |f:2.3|. Procedure: 2-Amino-4-fluorobenzoic acid and 1,3-propanediol were stirred together and heated to 120° C. Formamidine acetate was added and the mixture stirred for 3.5 hour to yield 7-fluoroquinazoline-4-one. A solution of potassium hydroxide in 1,3-propanediol was then added to the mixture over a period of 2 hours and 50 minutes, which was then cooled 15° C. Following this, the mixture was heated to 125° C. for 5 hour before cooling to 75° C. Dilute hydrochloric acid (about 6% w/w) was gradually added to th...